From a dataset of the Open Reaction Database (ORD), a public repository of structured organic reaction records. describe an organic reaction: reactants, conditions, products, and yield The reactants are ClC=1C=CC2=C(N(C(N2)=O)CCCN2CCC3(C(N(CN3C3=CC=CC=C3)CC=3C=C(C(=O)OC(C)(C)C)C=CC3)=O)CC2)C1 (tert-butyl 3-((8-(3-(6-chloro-2-oxo-2,3-dihydro-1H-benzo[d]imidazol-1-yl)propyl)-4-oxo-1-phenyl-1,3,8-triazaspiro[4.5]decan-3-yl)methyl)benzoate). The solvent is Cl (hydrogen chloride), O1CCOCC1 (dioxane). Product: acetate salt, ClC=1C=CC2=C(N(C(N2)=O)CCCN2CCC3(C(N(CN3C3=CC=CC=C3)CC=3C=C(C(=O)O)C=CC3)=O)CC2)C1 (3-((8-(3-(6-Chloro-2-oxo-2,3-dihydro-1H-benzo[d]imidazol-1-yl)propyl)-4-oxo-1-phenyl-1,3,8-triazaspiro[4.5]decan-3-yl)methyl)benzoic acid). Yield: 24.0%. Reaction SMILES: [Cl:1][C:2]1[CH:3]=[CH:4][C:5]2[NH:9][C:8](=[O:10])[N:7]([CH2:11][CH2:12][CH2:13][N:14]3[CH2:44][CH2:43][C:17]4([N:21]([C:22]5[CH:27]=[CH:26][CH:25]=[CH:24][CH:23]=5)[CH2:20][N:19]([CH2:28][C:29]5[CH:30]=[C:31]([CH:39]=[CH:40][CH:41]=5)[C:32]([O:34]C(C)(C)C)=[O:33])[C:18]4=[O:42])[CH2:16][CH2:15]3)[C:6]=2[CH:45]=1>Cl.O1CCOCC1>[Cl:1][C:2]1[CH:3]=[CH:4][C:5]2[NH:9][C:8](=[O:10])[N:7]([CH2:11][CH2:12][CH2:13][N:14]3[CH2:44][CH2:43][C:17]4([N:21]([C:22]5[CH:27]=[CH:26][CH:25]=[CH:24][CH:23]=5)[CH2:20][N:19]([CH2:28][C:29]5[CH:30]=[C:31]([CH:39]=[CH:40][CH:41]=5)[C:32]([OH:34])=[O:33])[C:18]4=[O:42])[CH2:16][CH2:15]3)[C:6]=2[CH:45]=1. Reported procedure: A solution of tert-butyl 3-((8-(3-(6-chloro-2-oxo-2,3-dihydro-1H-benzo[d]imidazol-1-yl)propyl)-4-oxo-1-phenyl-1,3,8-triazaspiro[4.5]decan-3-yl)methyl)benzoate (100 mg, 0.16 mmol, 1 equiv) in 4M hydrogen chloride solution in dioxane was stirred at ambient temperature for 4 h. The mixture was concentrated in vacuo and the crude residue was purified using preparatory high performance liquid chromatography to afford the acetate salt of the title compound as a white solid (22 mg, 24%); 1H NMR (400 MH...